The task is: describe an organic reaction: reactants, conditions, products, and yield. This data is from the Open Reaction Database (ORD), a public repository of structured organic reaction records. The reactants are ClC=1C=C(C2=C(N1)N(N=C2)C(C)C)C(=O)NCC=2C(NC(=CC2C)C)=O (6-chloro-N-[(4,6-dimethyl-2-oxo-1,2-dihydro-3-pyridinyl)methyl]-1-(1-methylethyl)-1H-pyrazolo[3,4-b]pyridine-4-carboxamide), C([O-])(O)=O.[Na+] (sodium bicarbonate), BrC=1C=C2CCC(NC2=NC1)=O (6-Bromo-3,4-dihydro-1,8-naphthyridin-2(1H)-one), C(C)(=O)[O-].[K+] (potassium acetate), B1(OC(C(O1)(C)C)(C)C)B2OC(C(O2)(C)C)(C)C (bis(pinacolato)diboron), Pd(dppf). The reagents and catalysts are Cl[Pd]([P](C1=CC=CC=C1)(C2=CC=CC=C2)C3=CC=CC=C3)([P](C4=CC=CC=C4)(C5=CC=CC=C5)C6=CC=CC=C6)Cl (bis(triphenylphosphine)palladium(II) chloride). The solvent is COCCOC (DME), O (water), O1CCOCC1 (1,4-Dioxane). Reaction conditions: temperature 100 celsius. Yields the product CC1=C(C(NC(=C1)C)=O)CNC(=O)C=1C2=C(N=C(C1)C1=CNC3=NC(CCC3=C1)=O)N(N=C2)C(C)C (N-[(4,6-Dimethyl-2-oxo-1,2-dihydro-3-pyridinyl)methyl]-1-(1-methylethyl)-6-(7-oxo-1,5,6,7-tetrahydro-1,8-naphthyridin-3-yl)-1H-pyrazolo[3,4-b]pyridine-4-carboxamide). Reaction SMILES: Br[C:2]1[CH:3]=[C:4]2[C:9](=[N:10][CH:11]=1)[NH:8][C:7](=[O:12])[CH2:6][CH2:5]2.B1(B2OC(C)(C)C(C)(C)O2)OC(C)(C)C(C)(C)O1.C([O-])(=O)C.[K+].Cl[C:37]1[CH:38]=[C:39]([C:49]([NH:51][CH2:52][C:53]2[C:54](=[O:61])[NH:55][C:56]([CH3:60])=[CH:57][C:58]=2[CH3:59])=[O:50])[C:40]2[CH:45]=[N:44][N:43]([CH:46]([CH3:48])[CH3:47])[C:41]=2[N:42]=1.C(=O)(O)[O-].[Na+]>O1CCOCC1.Cl[Pd](Cl)([P](C1C=CC=CC=1)(C1C=CC=CC=1)C1C=CC=CC=1)[P](C1C=CC=CC=1)(C1C=CC=CC=1)C1C=CC=CC=1.O.COCCOC>[CH3:59][C:58]1[CH:57]=[C:56]([CH3:60])[NH:55][C:54](=[O:61])[C:53]=1[CH2:52][NH:51][C:49]([C:39]1[C:40]2[CH:45]=[N:44][N:43]([CH:46]([CH3:48])[CH3:47])[C:41]=2[N:42]=[C:37]([C:2]2[CH:3]=[C:4]3[C:9](=[N:8][C:7](=[O:12])[CH2:6][CH2:5]3)[NH:10][CH:11]=2)[CH:38]=1)=[O:50] |f:2.3,5.6,^1:75,94|. Procedure: 6-Bromo-3,4-dihydro-1,8-naphthyridin-2(1H)-one (200 mg, 0.881 mmol) (J. Med. Chem. 2003; 46; 9; 1627-1635), bis(pinacolato)diboron (268 mg, 1.057 mmol), Pd(dppf) (35.7 mg, 0.044 mmol) and potassium acetate (259 mg, 2.64 mmol) were suspended in 1,4-Dioxane (8 mL), and stirred with heating at 100° C. for 1 h. After cooling to room temperature, 6-chloro-N-[(4,6-dimethyl-2-oxo-1,2-dihydro-3-pyridinyl)methyl]-1-(1-methylethyl)-1H-pyrazolo[3,4-b]pyridine-4-carboxamide (329 mg, 0.881 mmol), bis(triphen...